Task: describe an organic reaction: reactants, conditions, products, and yield. Dataset: the Open Reaction Database (ORD), a public repository of structured organic reaction records Starting materials: CI, CCCCCC, ClCCl, [H-], [Na+], O=C(c1ccc(-c2ccccc2)cc1)N1Cc2cccnc2Nc2ccccc21. Yields the product CN1c2ccccc2N(C(=O)c2ccc(-c3ccccc3)cc2)Cc2cccnc21. RXN SMILES: [CH3:32][I:33].[CH3:34][CH2:35][CH2:36][CH2:37][CH2:38][CH3:39].[Cl:40][CH2:41][Cl:42].[H-:1].[Na+:2].[c:3]1(-[c:26]2[cH:27][cH:28][cH:29][cH:30][cH:31]2)[cH:4][cH:5][c:6]([C:9](=[O:10])[N:11]2[c:12]3[c:13]([cH:22][cH:23][cH:24][cH:25]3)[NH:14][c:15]3[c:16]([cH:18][cH:19][cH:20][n:21]3)[CH2:17]2)[cH:7][cH:8]1>>[c:3]1(-[c:26]2[cH:27][cH:28][cH:29][cH:30][cH:31]2)[cH:4][cH:5][c:6]([C:9](=[O:10])[N:11]2[c:12]3[c:13]([cH:22][cH:23][cH:24][cH:25]3)[N:14]([CH3:32])[c:15]3[c:16]([cH:18][cH:19][cH:20][n:21]3)[CH2:17]2)[cH:7][cH:8]1. Starting materials: C(#N)[Cu] (CuCN), [OH-].[NH4+] (ammonium hydroxide), COC1=C2C=CNC2=C(C=C1)Br (4-methoxy-7-bromo-indole), 5. The solvent is CN(C)C=O (DMF). Product: COC1=C2C=CNC2=C(C=C1)C#N (4-methoxy-7-cyanoindole), 35. The yield is 82.0%. Procedure: To an oven dried 500 ml round bottom flask at rt. was charged with 4-methoxy-7-bromo-indole intermediate 5 (12.8 g, 56.6 mmol) and dry DMF (120 ml), followed by CuCN (25.3 g, 283 mmol). The reaction mixture was refluxed at 165° C. for 16 hr. After cooling to rt., the mixture was slowly added ammonium hydroxide (100 ml), stirred for 10 min, concentrated in vacuo to ˜50 ml and diluted with CHCl3 (250 ml). The organic mixture was washed with H2O (250 ml), and the aqueous layer back extracted with C... Reaction conditions: temperature 165 celsius, time 10 minute. Reaction SMILES: [CH3:1][O:2][C:3]1[CH:11]=[CH:10][C:9](Br)=[C:8]2[C:4]=1[CH:5]=[CH:6][NH:7]2.[C:13]([Cu])#[N:14].[OH-].[NH4+]>CN(C=O)C>[CH3:1][O:2][C:3]1[CH:11]=[CH:10][C:9]([C:13]#[N:14])=[C:8]2[C:4]=1[CH:5]=[CH:6][NH:7]2 |f:2.3|. Yields the product Grignard reagent, CN1CCC(CC1)C(C1=C(C=CC(=C1)SC(F)(F)F)SC1=C(C=CC(=C1)F)F)O (α-(1-methyl-4-piperidyl)-2-(2,5-difluorophenylthio)-5-(trifluoromethylthio)benzyl alcohol). Yield: 98.9%. Procedure: A solution of a Grignard reagent is prepared by a reaction of 12.0 g of 4-chloro-1-methylpiperidine with 2.4 g of magnesium in 70 ml of tetrahydrofuran and is treated dropwise for 10 minutes with a solution of 21.2 g of 2-(2,5-difluorophenylthio)-5(trifluoromethylthio)benzaldehyde in 40 ml of tetrahydrofuran. The mixture is refluxed for 5 hours and, after cooling, decomposed with a 20% ammonium chloride solution and extracted with benzene. The extract is washed with water, dried with potassium c... Reaction SMILES: Cl[CH:2]1[CH2:7][CH2:6][N:5]([CH3:8])[CH2:4][CH2:3]1.[Mg].[F:10][C:11]1[CH:16]=[CH:15][C:14]([F:17])=[CH:13][C:12]=1[S:18][C:19]1[CH:26]=[CH:25][C:24]([S:27][C:28]([F:31])([F:30])[F:29])=[CH:23][C:20]=1[CH:21]=[O:22].[Cl-].[NH4+]>O1CCCC1>[CH3:8][N:5]1[CH2:6][CH2:7][CH:2]([CH:21]([OH:22])[C:20]2[CH:23]=[C:24]([S:27][C:28]([F:31])([F:29])[F:30])[CH:25]=[CH:26][C:19]=2[S:18][C:12]2[CH:13]=[C:14]([F:17])[CH:15]=[CH:16][C:11]=2[F:10])[CH2:3][CH2:4]1 |f:3.4|. The reactants are FC1=C(C=C(C=C1)F)SC1=C(C=O)C=C(C=C1)SC(F)(F)F (2-(2,5-difluorophenylthio)-5(trifluoromethylthio)benzaldehyde), [Cl-].[NH4+] (ammonium chloride), ClC1CCN(CC1)C (4-chloro-1-methylpiperidine), [Mg] (magnesium). Solvent: O1CCCC1 (tetrahydrofuran), O1CCCC1 (tetrahydrofuran).